Dataset: the Open Reaction Database (ORD), a public repository of structured organic reaction records. Task: describe an organic reaction: reactants, conditions, products, and yield Reactants: C([O-])(O)=O.[Na+] (Sodium bicarbonate), NC1=CC2=C(N(C(N2CC2=CN(C3=CC=CC(=C23)C)C)=O)C(CC(=O)O)CCC)C=C1 (3-[5-Amino-3-(1,4-Dimethyl-1H-indol-3-ylmethyl)-2-oxo-2,3-dihydro-benzoimidazol-1-yl]hexanoic acid), ethyl ester, [Si](C)(C)(C)N=C=O (TMS isocynate), C1CCOC1 (THF). Conditions: time 3 hour. Yields the product C(C)OC(CCCCC)=O (hexanoic acid ethyl ester). RXN SMILES: NC1C=CC2N([CH:22]([CH2:27][CH2:28][CH3:29])[CH2:23][C:24]([OH:26])=[O:25])C(=O)N(CC3C4C(=CC=CC=4C)N(C)C=3)C=2C=1.[Si](N=C=O)(C)(C)C.C(=O)(O)[O-].[Na+].[CH2:44]1COC[CH2:45]1>>[CH2:44]([O:26][C:24](=[O:25])[CH2:23][CH2:22][CH2:27][CH2:28][CH3:29])[CH3:45] |f:2.3|. Procedure details: To a solution of 3-[5-Amino-3-(1,4-Dimethyl-1H-indol-3-ylmethyl)-2-oxo-2,3-dihydro-benzoimidazol-1-yl]hexanoic acid: ethyl ester (50 mg, 0.111 mmol) in THF (30 ml) was added TMS isocynate (1.73 mg, 15 mmol). The solution was stirred at RT for 3 hours. The reaction was checked by LCMS. To the reaction mixture an aqeous solution of Sodium bicarbonate (60 ml) was added. The resulting mixture, stirred for another 30 minutes, was then extracted with Ethyl Acetate. The organic layer, dried over MgSO4,... Reactants: NC1(Br)CCCc2ccccc21, CC(C)(C)C[Zn+], [Cl-]. Yields the product CC(C)(C)CC1(N)CCCc2ccccc21. As a reaction SMILES: [Br:1][C:2]1([NH2:12])[CH2:3][CH2:4][CH2:5][c:6]2[cH:7][cH:8][cH:9][cH:10][c:11]21.[CH2:14]([C:15]([CH3:16])([CH3:17])[CH3:18])[Zn+:19].[Cl-:13]>>[C:2]1([NH2:12])([CH2:14][C:15]([CH3:16])([CH3:17])[CH3:18])[CH2:3][CH2:4][CH2:5][c:6]2[cH:7][cH:8][cH:9][cH:10][c:11]21.